Dataset: the Open Reaction Database (ORD), a public repository of structured organic reaction records. Task: describe an organic reaction: reactants, conditions, products, and yield Reactants: CCCC[N+](CCCC)(CCCC)CCCC.[F-] (TBAF), C(C1=CC=CC=C1)O[C@@H]1[C@@H]([C@H]2N=C(S[C@H]2O[C@@H]1C=O)N(C(OC(C)(C)C)=O)C)F (tert-butyl ((3aR,5S,6S,7R,7aR)-6-(benzyloxy)-7-fluoro-5-formyl-5,6,7,7a-tetrahydro-3aH-pyrano[3,2-d]thiazol-2-yl)(methyl)carbamate), [Si](C)(C)(C)C(F)(F)F (TMSCF3), CCCC[N+](CCCC)(CCCC)CCCC.[F-] (TBAF). Solvent: CCOC(=O)C (EtOAc), [Cl-].[Na+].O (brine), C1CCOC1 (THF). Reaction conditions: time 2 hour. Product: C(C1=CC=CC=C1)O[C@@H]1[C@@H]([C@H]2N=C(S[C@H]2O[C@@H]1[C@H](C(F)(F)F)O)N(C(OC(C)(C)C)=O)C)F (tert-butyl ((3aR,5R,6S,7R,7aR)-6-(benzyloxy)-7-fluoro-5-((R)-2,2,2-trifluoro-1-hydroxyethyl)-5,6,7,7a-tetrahydro-3aH-pyrano[3,2-d]thiazol-2-yl)(methyl)carbamate). Reaction SMILES: [CH2:1]([O:8][C@H:9]1[C@@H:17]([CH:18]=[O:19])[O:16][C@H:15]2[C@H:11]([N:12]=[C:13]([N:20]([CH3:28])[C:21](=[O:27])[O:22][C:23]([CH3:26])([CH3:25])[CH3:24])[S:14]2)[C@H:10]1[F:29])[C:2]1[CH:7]=[CH:6][CH:5]=[CH:4][CH:3]=1.[Si]([C:34]([F:37])([F:36])[F:35])(C)(C)C.CCCC[N+](CCCC)(CCCC)CCCC.[F-]>C1COCC1.CCOC(C)=O.[Cl-].[Na+].O>[CH2:1]([O:8][C@H:9]1[C@@H:17]([C@@H:18]([OH:19])[C:34]([F:37])([F:36])[F:35])[O:16][C@H:15]2[C@H:11]([N:12]=[C:13]([N:20]([CH3:28])[C:21](=[O:27])[O:22][C:23]([CH3:24])([CH3:25])[CH3:26])[S:14]2)[C@H:10]1[F:29])[C:2]1[CH:3]=[CH:4][CH:5]=[CH:6][CH:7]=1 |f:2.3,6.7.8|. Reported procedure: To a solution of tert-butyl ((3aR,5S,6S,7R,7aR)-6-(benzyloxy)-7-fluoro-5-formyl-5,6,7,7a-tetrahydro-3aH-pyrano[3,2-d]thiazol-2-yl)(methyl)carbamate (0.320 g, 0.754 mmol) and TMSCF3 (0.208 g, 1.46 mmol) in anhydrous THF (8 mL) was added TBAF (1.0 M in THF, 0.030 mL, 0.030 mmol). After addition the reaction mixture was stirred at room temperature for 2 h. Another batch of TBAF (1.0 M in THF, 1.0 mL, 1.0 mmol) was added, and the mixture was stirred at room temperature for another 2 h. The reaction ... The reactants are C(=O)(OCC1=CC=CC=C1)N[C@@H](CCC1=CC=CC=C1)C(=O)O ((N-carbobenzyloxy)-(L)-homophenylalanine), C1CCCCC1 (cyclohexane), B(F)(F)F.CCOCC (boron trifluoride diethyl etherate), ClC(C(OC(C)(C)C)=N)(Cl)Cl (tert-butyl 2,2,2-trichloroacetimidate), B(F)(F)F.CCOCC (boron trifluoride diethyl etherate), ClC(C(OC(C)(C)C)=N)(Cl)Cl (tert-butyl 2,2,2-trichloroacetimidate). Run in ClCCl (dichloromethane). Run at time 2 hour. Product: C(=O)(OCC1=CC=CC=C1)N[C@@H](CCC1=CC=CC=C1)C(=O)OC(C)(C)C (N-Carbobenzyloxy-(L)-homophenylalanine, tert-butyl ester). The yield is 37.6%. As a reaction SMILES: [C:1]([NH:11][C@H:12]([C:21]([OH:23])=[O:22])[CH2:13][CH2:14][C:15]1[CH:20]=[CH:19][CH:18]=[CH:17][CH:16]=1)([O:3][CH2:4][C:5]1[CH:10]=[CH:9][CH:8]=[CH:7][CH:6]=1)=[O:2].C1CCCCC1.ClC(Cl)(Cl)C(=N)O[C:34]([CH3:37])([CH3:36])[CH3:35].B(F)(F)F.CCOCC>ClCCl>[C:1]([NH:11][C@H:12]([C:21]([O:23][C:34]([CH3:37])([CH3:36])[CH3:35])=[O:22])[CH2:13][CH2:14][C:15]1[CH:20]=[CH:19][CH:18]=[CH:17][CH:16]=1)([O:3][CH2:4][C:5]1[CH:10]=[CH:9][CH:8]=[CH:7][CH:6]=1)=[O:2] |f:3.4|. Procedure details: At room temperature, to a solution of (N-carbobenzyloxy)-(L)-homophenylalanine (0.476 g, 1.52 mmol) in anhydrous dichloromethane (3.5 mL) was added anhydrous cyclohexane (7 mL). To this clear solution was added with vigourous stirring tert-butyl 2,2,2-trichloroacetimidate (0.30 mL, 1.67 mmol) followed by dropwise addition of boron trifluoride diethyl etherate (30 mL). After stirring at room temperature for 2 hr, additional tert-butyl 2,2,2-trichloroacetimidate (0.45 mL, 2.50 mmol) and boron trif... The reactants are C(=O)(OCC)C1=CN=C(N1C)[N+](=O)[O-] (5-carbethoxy-1-methyl-2-nitroimidazole), Cl (hydrochloric acid), [Li+].[BH4-] (LiBH4), [Li+].[BH4-] (LiBH4). Solvent: O1CCCC1 (tetrahydrofuran). The product is CN1C(=NC=C1CO)[N+](=O)[O-] (1-methyl-2-nitro-5-hydroxymethylimidazole). Yield: 33.0%. Reaction SMILES: [C:1]([C:6]1[N:10]([CH3:11])[C:9]([N+:12]([O-:14])=[O:13])=[N:8][CH:7]=1)(OCC)=[O:2].[Li+].[BH4-].Cl>O1CCCC1>[CH3:11][N:10]1[C:6]([CH2:1][OH:2])=[CH:7][N:8]=[C:9]1[N+:12]([O-:14])=[O:13] |f:1.2|. Procedure details: To 0.2 g. of 5-carbethoxy-1-methyl-2-nitroimidazole in 30 ml. of tetrahydrofuran, 0.044 g. of LiBH4 is gradually added under stirring at room temperature. After stirring for 48 hours, the excess of LiBH4 is decomposed with 10% hydrochloric acid, the reaction mixture is filtered and the filtrated is evaporated to dryness under vacuum. The residue is taken up with acetone. Inorganic salts are filtered off and the solution is evaporated. The oily residue is chromatographed through 7 g. of silica ge... Yield: 74.6%. Run at time 5 hour. Yields the product COC=1C=C2C=CC(=CC2=CC1OC)[C@](C(C)C)(O)C=1N=CNC1 ((S)-(−)-1-(6,7-Dimethoxy-2-naphthyl)-1-(1H-imidazol-4-yl)-2-methyl-1-propanol). Procedure: 1-(6,7-dimethoxy-2-naphthyl)-1-(1H-imidazol-4-yl)-2-methyl-1-propanol(485 mg) and (−)-5,5-dimethyl-2-hydroxy-4-phenyl-1,3,2-dioxaphosphorinane 2-oxide (653 mg) were dissolved in methanol (4 mL). Diisopropyl ether (3 mL) was added and the resulting clear solution was left at room temperature for 5 h to give needles. The needles were washed with a mixed solution of methanol-diisopropyl ether (1:3, 4 mL) and diisopropyl ether (1 mL) and then dried to give the titled compound (362 mg) as colorless n... Reaction SMILES: [CH3:1][O:2][C:3]1[CH:4]=[C:5]2[C:10](=[CH:11][C:12]=1[O:13][CH3:14])[CH:9]=[C:8]([C:15]([C:20]1[N:21]=[CH:22][NH:23][CH:24]=1)([OH:19])[CH:16]([CH3:18])[CH3:17])[CH:7]=[CH:6]2.CC1(C)COP(=O)(O)OC1C1C=CC=CC=1.C(OC(C)C)(C)C>CO>[CH3:1][O:2][C:3]1[CH:4]=[C:5]2[C:10](=[CH:11][C:12]=1[O:13][CH3:14])[CH:9]=[C:8]([C@@:15]([C:20]1[N:21]=[CH:22][NH:23][CH:24]=1)([OH:19])[CH:16]([CH3:18])[CH3:17])[CH:7]=[CH:6]2. The reactants are COC=1C=C2C=CC(=CC2=CC1OC)C(C(C)C)(O)C=1N=CNC1 (1-(6,7-dimethoxy-2-naphthyl)-1-(1H-imidazol-4-yl)-2-methyl-1-propanol), CC1(C(OP(OC1)(O)=O)C1=CC=CC=C1)C ((−)-5,5-dimethyl-2-hydroxy-4-phenyl-1,3,2-dioxaphosphorinane 2-oxide), C(C)(C)OC(C)C (Diisopropyl ether). Run in CO (methanol). The reactants are ClCC(=O)C1NC2(C(N(C2O1)C(C(=O)OC(C1=CC=CC=C1)C1=CC=CC=C1)=C(C)C)=O)C(CC1=CC=CC=C1)=O (diphenylmethyl α-(3ξ-chloroacetyl-2-phenylacetyl-7-oxo-4-oxa-2,6-diazabicyclo[3.2.0]heptan-6-yl)-α-isopropylideneacetate), O (water). The reagents and catalysts are [Zn] (zinc). The solvent is C(C)(=O)O (acetic acid). Run at time 1 hour. Product: C(C)(=O)C1NC2(C(N(C2O1)C(C(=O)OC(C1=CC=CC=C1)C1=CC=CC=C1)=C(C)C)=O)C(CC1=CC=CC=C1)=O (diphenylmethyl α-(3ξ-acetyl-2-phenylacetyl-7-oxo-4-oxa-2,6-diazabicyclo[3.2.0]heptan-6-yl)-α-isopropylideneacetate). The yield is 81.0%. As a reaction SMILES: Cl[CH2:2][C:3]([CH:5]1[O:11][CH:10]2[C:7]([C:33](=[O:41])[CH2:34][C:35]3[CH:40]=[CH:39][CH:38]=[CH:37][CH:36]=3)([C:8](=[O:32])[N:9]2[C:12](=[C:29]([CH3:31])[CH3:30])[C:13]([O:15][CH:16]([C:23]2[CH:28]=[CH:27][CH:26]=[CH:25][CH:24]=2)[C:17]2[CH:22]=[CH:21][CH:20]=[CH:19][CH:18]=2)=[O:14])[NH:6]1)=[O:4].O>C(O)(=O)C.[Zn]>[C:3]([CH:5]1[O:11][CH:10]2[C:7]([C:33](=[O:41])[CH2:34][C:35]3[CH:40]=[CH:39][CH:38]=[CH:37][CH:36]=3)([C:8](=[O:32])[N:9]2[C:12](=[C:29]([CH3:31])[CH3:30])[C:13]([O:15][CH:16]([C:23]2[CH:24]=[CH:25][CH:26]=[CH:27][CH:28]=2)[C:17]2[CH:22]=[CH:21][CH:20]=[CH:19][CH:18]=2)=[O:14])[NH:6]1)(=[O:4])[CH3:2]. Procedure details: To a solution of 1.59 g of diphenylmethyl α-(3ξ-chloroacetyl-2-phenylacetyl-7-oxo-4-oxa-2,6-diazabicyclo[3.2.0]heptan-6-yl)-α-isopropylideneacetate in 16 ml of acetic acid is added 1.5 g of zinc powder, and the mixture stirred at room temperature for 1 hour, then poured into water and extracted with methylene chloride. The extract is washed with water, dried on magnesium sulfate and concentrated under reduced pressure. The residue is purified by chromatography on 30 g of silica gel containing 10... Reactants: FC(C(=O)O)(F)F (2,2,2-trifluoroacetic acid), NC=1SC=C(N1)C(C(=O)NC1[C@@H]2N(C(=C(CS2)C=C)C(=O)OC(C2=CC=CC=C2)C2=CC=CC=C2)C1=O)=NOCC(=O)OC(C)(C)C (benzhydryl 7-[2-(2-aminothiazol-4-yl)-2-tert-butoxycarbonylmethoxyiminoacetamido]-3-vinyl-3-cephem-4-carboxylate), C(C)(C)OC(C)C (diisopropyl ether). The solvent is C1(=CC=CC=C1)OC (anisole). Reaction conditions: time 80 minute. Product: NC=1SC=C(N1)C(C(=O)NC1[C@@H]2N(C(=C(CS2)C=C)C(=O)O)C1=O)=NOCC(=O)O (7-[2-(2-aminothiazol-4-yl)-2-carboxymethoxyiminoacetamido]-3-vinyl-3-cephem-4-carboxylic acid). Yield: 35.3%. As a reaction SMILES: [NH2:1][C:2]1[S:3][CH:4]=[C:5]([C:7](=[N:38][O:39][CH2:40][C:41]([O:43]C(C)(C)C)=[O:42])[C:8]([NH:10][CH:11]2[C:36](=[O:37])[N:13]3[C:14]([C:20]([O:22]C(C4C=CC=CC=4)C4C=CC=CC=4)=[O:21])=[C:15]([CH:18]=[CH2:19])[CH2:16][S:17][C@H:12]23)=[O:9])[N:6]=1.FC(F)(F)C(O)=O.C(OC(C)C)(C)C>C1(OC)C=CC=CC=1>[NH2:1][C:2]1[S:3][CH:4]=[C:5]([C:7](=[N:38][O:39][CH2:40][C:41]([OH:43])=[O:42])[C:8]([NH:10][CH:11]2[C:36](=[O:37])[N:13]3[C:14]([C:20]([OH:22])=[O:21])=[C:15]([CH:18]=[CH2:19])[CH2:16][S:17][C@H:12]23)=[O:9])[N:6]=1. Procedure details: To a suspension of benzhydryl 7-[2-(2-aminothiazol-4-yl)-2-tert-butoxycarbonylmethoxyiminoacetamido]-3-vinyl-3-cephem-4-carboxylate (syn isomer)(15.0 g) in anisole (15 ml) was added 2,2,2-trifluoroacetic acid (60 ml) under ice-cooling with stirring, and the stirring was continued at 10° to 15° C. for 80 minutes. After the reaction mixture was poured into diisopropyl ether (600 ml), the insoluble substance was collected by filtration and then dried. This substance (11.2 g) was dissolved in an aqu...